Dataset: the Open Reaction Database (ORD), a public repository of structured organic reaction records. Task: describe an organic reaction: reactants, conditions, products, and yield Starting materials: FC1=CC=C(C=C1)S(=O)(=O)CC1=NC(=NC(=C1)N1[C@H](COCC1)C)C1=CC=C(C=C1)NC(OC1=CC=CC=C1)=O (phenyl N-[4-[4-[(4-fluorophenyl)sulfonylmethyl]-6-[(3S)-3-methylmorpholin-4-yl]pyrimidin-2-yl]phenyl]carbamate), FC1=CC=C(C=C1)S(=O)(=O)C(C)(C)C1=NC(=NC(=C1)N1[C@H](COCC1)C)C1=CC=C(C=C1)NC(OC1=CC=CC=C1)=O (phenyl N-[4-[4-[2-(4-fluorophenyl)sulfonylpropan-2-yl]-6-[(3S)-3-methylmorpholin-4-yl]pyrimidin-2-yl]phenyl]carbamate), amine. Product: C1(CCC1)NC(NC1=CC=C(C=C1)C1=NC(=CC(=N1)CS(=O)(=O)C1=CC=C(C=C1)F)N1[C@H](COCC1)C)=O (3-Cyclobutyl-1-[4-[4-[(4-fluorophenyl)sulfonylmethyl]-6-[(3S)-3-methylmorpholin-4-yl]pyrimidin-2-yl]phenyl]urea). RXN SMILES: [F:1][C:2]1[CH:7]=[CH:6][C:5]([S:8]([CH2:11][C:12]2[CH:17]=[C:16]([N:18]3[CH2:23][CH2:22][O:21][CH2:20][C@@H:19]3[CH3:24])[N:15]=[C:14]([C:25]3[CH:30]=[CH:29][C:28]([NH:31][C:32](=O)[O:33]C4C=CC=CC=4)=[CH:27][CH:26]=3)[N:13]=2)(=[O:10])=[O:9])=[CH:4][CH:3]=1.FC1C=CC(S(C(C2C=C(N3CCOC[C@@H]3C)N=C([C:67]3[CH:72]=[CH:71][C:70]([NH:73]C(=O)OC4C=CC=CC=4)=CC=3)N=2)(C)C)(=O)=O)=CC=1>>[CH:70]1([NH:73][C:32](=[O:33])[NH:31][C:28]2[CH:27]=[CH:26][C:25]([C:14]3[N:13]=[C:12]([CH2:11][S:8]([C:5]4[CH:4]=[CH:3][C:2]([F:1])=[CH:7][CH:6]=4)(=[O:10])=[O:9])[CH:17]=[C:16]([N:18]4[CH2:23][CH2:22][O:21][CH2:20][C@@H:19]4[CH3:24])[N:15]=3)=[CH:30][CH:29]=2)[CH2:71][CH2:72][CH2:67]1. Procedure: The following compounds were made in an analogous fashion from phenyl N-[4-[4-[(4-fluorophenyl)sulfonylmethyl]-6-[(3S)-3-methylmorpholin-4-yl]pyrimidin-2-yl]phenyl]carbamate or phenyl N-[4-[4-[2-(4-fluorophenyl)sulfonylpropan-2-yl]-6-[(3S)-3-methylmorpholin-4-yl]pyrimidin-2-yl]phenyl]carbamate and the appropriate amine. The reactants are S(=O)(Cl)Cl (Thionyl chloride), OC=1C(=C(C=CC1)NCC(=O)O)[N+](=O)[O-] (N-(hydroxy-2-nitrophenyl)-amino acetic acid), CO (methanol). Conditions: time 22 hour. Yields the product COC(CNC1=C(C=CC(=C1)O)[N+](=O)[O-])=O (N-(5-hydroxy-2-nitrophenyl)-amino acetic acid methyl ester). Isolated yield 97.0%. RXN SMILES: S(Cl)(Cl)=[O:2].O[C:6]1[C:7]([N+:17]([O-:19])=[O:18])=[C:8]([NH:12][CH2:13][C:14](O)=[O:15])[CH:9]=[CH:10][CH:11]=1.[CH3:20][OH:21]>>[CH3:20][O:21][C:14](=[O:15])[CH2:13][NH:12][C:8]1[CH:9]=[C:10]([OH:2])[CH:11]=[CH:6][C:7]=1[N+:17]([O-:19])=[O:18]. Procedure: Thionyl chloride 30.84 g (260 mM) was added dropwise with ice cooling to N-(hydroxy-2-nitrophenyl)-amino acetic acid 45.78 g (0.216 mole) dissolved in methanol 500 ml for 30 mins.; then the mixture was stirred at room temperature for 22 hours. The reaction mixture was filtered, the filtered material was washed with methanol and dried to obtain the yellow solid product. The above filtrate was concentrated in vacuo and the precipitated material was washed with chloroform and dried. The solid mater... The reactants are C12(C=CC(CC1)C2)CO (norbornene methanol), C[SiH](C1=CC=CC=C1)C1=CC=CC=C1 (methyldiphenylsilane), CC(C)([O-])C.[K+] (potassium tert-butoxide). The product is C12C(CC(C=C1)C2)CO[Si](C2=CC=CC=C2)(C2=CC=CC=C2)C ((bicyclo[2.2.1]hept-5-en-2-ylmethoxy)(methyl)diphenylsilane). As a reaction SMILES: [C:1]12(CO)[CH2:7][CH:4]([CH2:5][CH2:6]1)[CH:3]=[CH:2]2.[CH3:10][SiH:11]([C:18]1[CH:23]=[CH:22][CH:21]=[CH:20][CH:19]=1)[C:12]1[CH:17]=[CH:16][CH:15]=[CH:14][CH:13]=1.C[C:25](C)([O-:27])C.[K+]>>[CH:1]12[CH2:7][CH:4]([CH:3]=[CH:2]1)[CH2:5][CH:6]2[CH2:25][O:27][Si:11]([CH3:10])([C:12]1[CH:17]=[CH:16][CH:15]=[CH:14][CH:13]=1)[C:18]1[CH:23]=[CH:22][CH:21]=[CH:20][CH:19]=1 |f:2.3|. Procedure details: and reacting norbornene methanol (IB) with methyldiphenylsilane in the presence of a suitable solvent and potassium tert-butoxide to obtain (bicyclo[2.2.1]hept-5-en-2-ylmethoxy)(methyl)diphenylsilane (VB) of at least 99.5 percent purity. Reactants: C(C1=CC=CC=C1)OC=1N=NC(=CC1OCC1=CC=CC=C1)Cl (3,4-bis(benzyloxy)-6-chloropyridazine), C(C1=CC=CC=C1)OC=1N=NC(=CC1OCC1=CC=CC=C1)Cl (3,4-bis(benzyloxy)-6-chloropyridazine), C1CCC2=NCCCN2CC1 (DBU), C(#C)C1=CC=CC=C1 (ethynylbenzene). Reagents/catalysts: Cl[Pd]([P](C1=CC=CC=C1)(C2=CC=CC=C2)C3=CC=CC=C3)([P](C4=CC=CC=C4)(C5=CC=CC=C5)C6=CC=CC=C6)Cl (dichlorobis(triphenylphosphine)palladium(II)), [Cu]I (copper(I) iodide). Solvent: O1CCCC1 (tetrahydrofuran), C(C)(=O)OCC (ethyl acetate). The product is C(C1=CC=CC=C1)OC=1N=NC(=CC1OCC1=CC=CC=C1)C#CC1=CC=CC=C1 (3,4-bis(benzyloxy)-6-(phenylethynyl)pyridazine). Isolated yield 60.4%. RXN SMILES: [CH2:1]([O:8][C:9]1[N:10]=[N:11][C:12](Cl)=[CH:13][C:14]=1[O:15][CH2:16][C:17]1[CH:22]=[CH:21][CH:20]=[CH:19][CH:18]=1)[C:2]1[CH:7]=[CH:6][CH:5]=[CH:4][CH:3]=1.C1CCN2C(=NCCC2)CC1.[C:35]([C:37]1[CH:42]=[CH:41][CH:40]=[CH:39][CH:38]=1)#[CH:36]>O1CCCC1.C(OCC)(=O)C.Cl[Pd](Cl)([P](C1C=CC=CC=1)(C1C=CC=CC=1)C1C=CC=CC=1)[P](C1C=CC=CC=1)(C1C=CC=CC=1)C1C=CC=CC=1.[Cu]I>[CH2:1]([O:8][C:9]1[N:10]=[N:11][C:12]([C:36]#[C:35][C:37]2[CH:42]=[CH:41][CH:40]=[CH:39][CH:38]=2)=[CH:13][C:14]=1[O:15][CH2:16][C:17]1[CH:22]=[CH:21][CH:20]=[CH:19][CH:18]=1)[C:2]1[CH:7]=[CH:6][CH:5]=[CH:4][CH:3]=1 |^1:56,75|. Procedure: A 20 ml microwave vial was charged with 3,4-bis(benzyloxy)-6-chloropyridazine (Intermediate 1; 440 mg, 1.35 mmol), DBU (1230 mg, 8.08 mmol) and ethynylbenzene (413 mgs, 4.04 mmol) in tetrahydrofuran (5 ml) to produce an orange solution. The mixture was purged with nitrogen and dichlorobis(triphenylphosphine)palladium(II) (47.3 mg, 0.067 mmol) and copper(I) iodide (25.6 mg, 0.135 mmol) were added before the whole was subjected to microwave radiation for 1 hour at 80° C. Upon cooling, the resultin...